The task is: describe an organic reaction: reactants, conditions, products, and yield. This data is from the Open Reaction Database (ORD), a public repository of structured organic reaction records. The reactants are NC1=C(C=C(C=C1)N1C(N(C(C1=O)(C)C)CCCCCCCCCSCCCC(C(F)(F)F)(F)F)=O)C(F)(F)F (3-[4-amino-3-(trifluoromethyl)phenyl]-5,5-dimethyl-1-{9-[(4,4,5,5,5-pentafluoropentyl)thio]nonyl}imidazolidine-2,4-dione), CC1(C(N(C(N1CCCCCCCCCSCCCC(C(F)(F)F)(F)F)=O)C1=CC(=C(C=C1)[N+](=O)[O-])C)=O)C (5,5-dimethyl-3-(3-methyl-4-nitrophenyl)-1-{9-[(4,4,5,5,5-pentafluoropentyl) sulphanyl]nonyl}imidazolidine-2,4-dione). The product is NC1=C(C=C(C=C1)N1C(N(C(C1=O)(C)C)CCCCCCCCCSCCCC(C(F)(F)F)(F)F)=O)C (3-(4-amino-3-methylphenyl)-5,5-dimethyl-1-{9-[(4,4,5,5,5-pentafluoro pentyl)sulphanyl]nonyl}imidazolidine-2,4-dione). Isolated yield 93.0%. RXN SMILES: [NH2:1][C:2]1[CH:7]=[CH:6][C:5]([N:8]2[C:12](=[O:13])[C:11]([CH3:15])([CH3:14])[N:10]([CH2:16][CH2:17][CH2:18][CH2:19][CH2:20][CH2:21][CH2:22][CH2:23][CH2:24][S:25][CH2:26][CH2:27][CH2:28][C:29]([F:35])([F:34])[C:30]([F:33])([F:32])[F:31])[C:9]2=[O:36])=[CH:4][C:3]=1[C:37](F)(F)F.CC1(C)N(CCCCCCCCCSCCCC(F)(F)C(F)(F)F)C(=O)N(C2C=CC([N+]([O-])=O)=C(C)C=2)C1=O>>[NH2:1][C:2]1[CH:7]=[CH:6][C:5]([N:8]2[C:12](=[O:13])[C:11]([CH3:15])([CH3:14])[N:10]([CH2:16][CH2:17][CH2:18][CH2:19][CH2:20][CH2:21][CH2:22][CH2:23][CH2:24][S:25][CH2:26][CH2:27][CH2:28][C:29]([F:35])([F:34])[C:30]([F:33])([F:31])[F:32])[C:9]2=[O:36])=[CH:4][C:3]=1[CH3:37]. Procedure: The experimental protocol is the same as that described for the compound of Example 16, the compound of Example 23 replacing the compound of Example 1. The expected compound is obtained in the form of a brown oil with a yield of 93%. Reactants: [OH-].[Na+] (sodium hydroxide), NC[C@@H](COC1=CC=CC=C1)O ((2S)-1-amino-3-phenoxy-2-propanol), ClC1=CC2=C(CCCC(C2)=O)C=C1 (3-chloro-5,7,8,9-tetrahydrobenzocyclohepten-6-one), C(C)(=O)O[BH-](OC(C)=O)OC(C)=O.[Na+] (sodium triacetoxyborohydride). Solvent: ClCCCl (1,2-dichloroethane), C(C)(=O)O (acetic acid). Conditions: time 6.5 hour. The product is Cl.ClC1=CC2=C(CCCC(C2)NC[C@@H](COC2=CC=CC=C2)O)C=C1 ((2S)-1-(3-chloro-6,7,8,9-tetrahydro-5H-benzocyclohepten-6-yl)amino-3-phenoxy-2-propanol hydrochloride). Isolated yield 88.3%. As a reaction SMILES: [NH2:1][CH2:2][C@H:3]([OH:12])[CH2:4][O:5][C:6]1[CH:11]=[CH:10][CH:9]=[CH:8][CH:7]=1.[Cl:13][C:14]1[CH:25]=[CH:24][C:17]2[CH2:18][CH2:19][CH2:20][C:21](=O)[CH2:22][C:16]=2[CH:15]=1.C(O[BH-](OC(=O)C)OC(=O)C)(=O)C.[Na+].[OH-].[Na+]>ClCCCl.C(O)(=O)C>[ClH:13].[Cl:13][C:14]1[CH:25]=[CH:24][C:17]2[CH2:18][CH2:19][CH2:20][CH:21]([NH:1][CH2:2][C@H:3]([OH:12])[CH2:4][O:5][C:6]3[CH:11]=[CH:10][CH:9]=[CH:8][CH:7]=3)[CH2:22][C:16]=2[CH:15]=1 |f:2.3,4.5,8.9|. Procedure details: Under nitrogen, to a solution of (2S)-1-amino-3-phenoxy-2-propanol (280 mg) in 1,2-dichloroethane (10 ml) were added 3-chloro-5,7,8,9-tetrahydrobenzocyclohepten-6-one (300 mg), sodium triacetoxyborohydride (820 mg) and acetic acid (0.26 ml) at room temperature, and the mixture was stirred at the same temperature for 6.5 hours. The resulting mixture was poured into aqueous 1N sodium hydroxide and extracted with ethyl acetate. The organic layer was washed with brine, dried over anhydrous magnesium...